From a dataset of the Open Reaction Database (ORD), a public repository of structured organic reaction records. describe an organic reaction: reactants, conditions, products, and yield Starting materials: O[C@H]1CC([C@]2(CC)[C@@H]1[C@@H]1CCC3=CC(CC[C@@H]3[C@H]1C(C2)=C)=O)=O (15α-hydroxy-18-methyl-11-methylene-4-estrene-3,17-dione), C(C)(=O)OC(C)=O (acetic anhydride), ice water. The solvent is N1=CC=CC=C1 (pyridine). The product is crude product, C(C)(=O)O[C@H]1CC([C@]2(CC)[C@@H]1[C@@H]1CCC3=CC(CC[C@@H]3[C@H]1C(C2)=C)=O)=O (15α-acetoxy-18-methyl-11-methylene-4-estrene-3,17-dione). Reaction SMILES: [OH:1][C@@H:2]1[C@H:8]2[C@H:9]3[C@H:18]([C:19](=[CH2:21])[CH2:20][C@:5]2([CH2:6][CH3:7])[C:4](=[O:23])[CH2:3]1)[C@@H:17]1[C:12](=[CH:13][C:14](=[O:22])[CH2:15][CH2:16]1)[CH2:11][CH2:10]3.[C:24](OC(=O)C)(=[O:26])[CH3:25]>N1C=CC=CC=1>[C:24]([O:1][C@@H:2]1[C@H:8]2[C@H:9]3[C@H:18]([C:19](=[CH2:21])[CH2:20][C@:5]2([CH2:6][CH3:7])[C:4](=[O:23])[CH2:3]1)[C@@H:17]1[C:12](=[CH:13][C:14](=[O:22])[CH2:15][CH2:16]1)[CH2:11][CH2:10]3)(=[O:26])[CH3:25]. Procedure details: 2.2 g of 15α-hydroxy-18-methyl-11-methylene-4-estrene-3,17-dione is reacted in 10 ml of pyridine with 2.5 ml of acetic anhydride under argon at room temperature within 2 hours. The solution is introduced into ice/water. The thus-precipitated crude product is vacuum-filtered, dissolved in ethyl acetate, and dried. Chromatography of the crude product on silica gel with 0-20% acetone/hexane yields 1.7 g of 15α-acetoxy-18-methyl-11-methylene-4-estrene-3,17-dione, mp 176.3° C.